Dataset: the Open Reaction Database (ORD), a public repository of structured organic reaction records. Task: describe an organic reaction: reactants, conditions, products, and yield Yields the product COC(=O)C(C)N(CC(F)(F)F)c1ccc(C#N)c(C(F)(F)F)c1. Starting materials: COC(=O)C(C)Br, N#Cc1ccc(NCC(F)(F)F)cc1C(F)(F)F. Reaction SMILES: [Br:19][CH:20]([C:21](=[O:22])[O:23][CH3:24])[CH3:25].[F:1][C:2]([CH2:3][NH:4][c:5]1[cH:6][c:7]([C:13]([F:14])([F:15])[F:16])[c:8]([C:9]#[N:10])[cH:11][cH:12]1)([F:17])[F:18]>>[F:1][C:2]([CH2:3][N:4]([c:5]1[cH:6][c:7]([C:13]([F:14])([F:15])[F:16])[c:8]([C:9]#[N:10])[cH:11][cH:12]1)[CH:20]([C:21](=[O:22])[O:23][CH3:24])[CH3:25])([F:17])[F:18]. Starting materials: BrC1=NC=C(C=C1)OCC1=C(C=CC=C1)F (2-bromo-5-(2-fluorobenzyloxy)pyridine), CN(C)C=O (DMF), C([O-])(O)=O.[Na+] (sodium bicarbonate). Reagents/catalysts: C=1C=CC(=CC1)[P](C=2C=CC=CC2)(C=3C=CC=CC3)[Pd]([P](C=4C=CC=CC4)(C=5C=CC=CC5)C=6C=CC=CC6)([P](C=7C=CC=CC7)(C=8C=CC=CC8)C=9C=CC=CC9)[P](C=1C=CC=CC1)(C=1C=CC=CC1)C=1C=CC=CC1 (Tetrakis(triphenylphosphine)palladium(0)), [C-]#N.[Zn+2].[C-]#N (zinc cyanide). Conditions: temperature 60 celsius, time 4 hour. The product is FC1=C(COC=2C=CC(=NC2)C#N)C=CC=C1 (5-(2-fluorobenzyloxy)picolinonitrile). Yield: 57.0%. As a reaction SMILES: Br[C:2]1[CH:7]=[CH:6][C:5]([O:8][CH2:9][C:10]2[CH:15]=[CH:14][CH:13]=[CH:12][C:11]=2[F:16])=[CH:4][N:3]=1.C(=O)(O)[O-].[Na+].[CH3:22][N:23](C=O)C>[C-]#N.[Zn+2].[C-]#N.C1C=CC([P]([Pd]([P](C2C=CC=CC=2)(C2C=CC=CC=2)C2C=CC=CC=2)([P](C2C=CC=CC=2)(C2C=CC=CC=2)C2C=CC=CC=2)[P](C2C=CC=CC=2)(C2C=CC=CC=2)C2C=CC=CC=2)(C2C=CC=CC=2)C2C=CC=CC=2)=CC=1>[F:16][C:11]1[CH:12]=[CH:13][CH:14]=[CH:15][C:10]=1[CH2:9][O:8][C:5]1[CH:6]=[CH:7][C:2]([C:22]#[N:23])=[N:3][CH:4]=1 |f:1.2,4.5.6,^1:35,37,56,75|. Procedure: To a mixture of 2-bromo-5-(2-fluorobenzyloxy)pyridine (1.5 g, 5.3 mmol) and zinc cyanide (0.81 g, 6.9 mmol) in DMF (20 mL) was added Tetrakis(triphenylphosphine)palladium(0) (0.61 g, 0.53 mmol) at room temperature. After being stirred at 60° C. for 4 hours, sat. sodium bicarbonate aqueous solution was added to the mixture. The mixture was filtered off through a pad of Celite. The filtrate was extracted with ethyl acetate, dried over sodium sulfate and concentrated in vacuo. The residue was purif... Reactants: N1CCCCC1 (Piperidine), C([O-])([O-])=O.[Cs+].[Cs+] (cesium carbonate), C1(CCCCC1)P(C1=C(C=CC=C1)C1=C(C=C(C=C1C(C)C)C(C)C)C(C)C)C1CCCCC1 (2-dicyclohexylphosphino-2′,4′,6′-triisopropylbiphenyl), C(C1=CC=CC=C1)OC1=C(C(=O)NC2=C(C(=O)OC)C=C(C(=C2)C2=CC=CC=C2)OC)C=C(C=C1)Br (methyl 2-(2-(benzyloxy)-5-bromobenzamido)-5-methoxy-4-phenylbenzoate). The reagents and catalysts are C=1C=CC(=CC1)/C=C/C(=O)/C=C/C2=CC=CC=C2.C=1C=CC(=CC1)/C=C/C(=O)/C=C/C2=CC=CC=C2.C=1C=CC(=CC1)/C=C/C(=O)/C=C/C2=CC=CC=C2.[Pd].[Pd] (tris(dibenzylideneacetone)dipalladium(0)), C(C)(=O)[O-].[Pd+2].C(C)(=O)[O-] (palladium(II) acetate). Solvent: O (water), C(C)(=O)OCC (ethyl acetate), C1(=CC=CC=C1)C (toluene). Product: C(C1=CC=CC=C1)OC1=C(C(=O)NC2=C(C(=O)OC)C=C(C(=C2)C2=CC=CC=C2)OC)C=C(C=C1)N1CCCCC1 (methyl 2-(2-(benzyloxy)-5-(piperidin-1-yl)benzamido)-5-methoxy-4-phenylbenzoate). RXN SMILES: [NH:1]1[CH2:6][CH2:5][CH2:4][CH2:3][CH2:2]1.C(=O)([O-])[O-].[Cs+].[Cs+].C1(P(C2CCCCC2)C2C=CC=CC=2C2C(C(C)C)=CC(C(C)C)=CC=2C(C)C)CCCCC1.[CH2:47]([O:54][C:55]1[CH:81]=[CH:80][C:79](Br)=[CH:78][C:56]=1[C:57]([NH:59][C:60]1[CH:69]=[C:68]([C:70]2[CH:75]=[CH:74][CH:73]=[CH:72][CH:71]=2)[C:67]([O:76][CH3:77])=[CH:66][C:61]=1[C:62]([O:64][CH3:65])=[O:63])=[O:58])[C:48]1[CH:53]=[CH:52][CH:51]=[CH:50][CH:49]=1>C1C=CC(/C=C/C(/C=C/C2C=CC=CC=2)=O)=CC=1.C1C=CC(/C=C/C(/C=C/C2C=CC=CC=2)=O)=CC=1.C1C=CC(/C=C/C(/C=C/C2C=CC=CC=2)=O)=CC=1.[Pd].[Pd].C([O-])(=O)C.[Pd+2].C([O-])(=O)C.O.C(OCC)(=O)C.C1(C)C=CC=CC=1>[CH2:47]([O:54][C:55]1[CH:81]=[CH:80][C:79]([N:1]2[CH2:6][CH2:5][CH2:4][CH2:3][CH2:2]2)=[CH:78][C:56]=1[C:57]([NH:59][C:60]1[CH:69]=[C:68]([C:70]2[CH:71]=[CH:72][CH:73]=[CH:74][CH:75]=2)[C:67]([O:76][CH3:77])=[CH:66][C:61]=1[C:62]([O:64][CH3:65])=[O:63])=[O:58])[C:48]1[CH:49]=[CH:50][CH:51]=[CH:52][CH:53]=1 |f:1.2.3,6.7.8.9.10,11.12.13|. Procedure details: Piperidine (0.012 mL), cesium carbonate (0.054 g), tris(dibenzylideneacetone)dipalladium(0) (2.3 mg), 2-dicyclohexylphosphino-2′,4′,6′-triisopropylbiphenyl (5.9 mg), and palladium(II) acetate (1.1 mg) were added to a toluene (2.0 mL) solution of methyl 2-(2-(benzyloxy)-5-bromobenzamido)-5-methoxy-4-phenylbenzoate (0.045 g), followed by heating to reflux under a nitrogen atmosphere for 2 hours and 20 minutes. The reaction mixture was cooled to room temperature, and ethyl acetate and water were ad...